This data is from the Open Reaction Database (ORD), a public repository of structured organic reaction records. The task is: describe an organic reaction: reactants, conditions, products, and yield Reactants: O=C([O-])[O-], CN(C)C=O, ClCCN1CCCC1, Cl, [K+], [K+], COc1ccc(C(=O)OCc2cnc(-c3ccc(O)cc3)o2)cc1. Product: COc1ccc(C(=O)OCc2cnc(-c3ccc(OCCN4CCCC4)cc3)o2)cc1. Reaction SMILES: [C:34](=[O:35])([O-:36])[O-:37].[CH3:40][N:41]([CH3:42])[CH:43]=[O:44].[Cl:26][CH2:27][CH2:28][N:29]1[CH2:30][CH2:31][CH2:32][CH2:33]1.[ClH:25].[K+:38].[K+:39].[OH:1][c:2]1[cH:3][cH:4][c:5](-[c:8]2[o:9][c:10]([CH2:13][O:14][C:15]([c:16]3[cH:17][cH:18][c:19]([O:22][CH3:23])[cH:20][cH:21]3)=[O:24])[cH:11][n:12]2)[cH:6][cH:7]1>>[O:1]([c:2]1[cH:3][cH:4][c:5](-[c:8]2[o:9][c:10]([CH2:13][O:14][C:15]([c:16]3[cH:17][cH:18][c:19]([O:22][CH3:23])[cH:20][cH:21]3)=[O:24])[cH:11][n:12]2)[cH:6][cH:7]1)[CH2:27][CH2:28][N:29]1[CH2:30][CH2:31][CH2:32][CH2:33]1. Reaction SMILES: [C:1]([CH3:2])([CH3:3])([CH3:4])[O:5][C:6](=[O:7])[N:8]1[CH2:9][C:10](=[O:14])[NH:11][CH2:12][CH2:13]1.[CH3:17][I:18].[H-:15].[Na+:16].[O:19]=[CH:20][N:21]([CH3:22])[CH3:23]>>[C:1]([CH3:2])([CH3:3])([CH3:4])[O:5][C:6](=[O:7])[N:8]1[CH2:9][C:10](=[O:14])[N:11]([CH3:17])[CH2:12][CH2:13]1. Yields the product CN1CCN(C(=O)OC(C)(C)C)CC1=O. The reactants are CC(C)(C)OC(=O)N1CCNC(=O)C1, CI, [H-], [Na+], CN(C)C=O. The reactants are N(C1=CC=CC=C1)C=1SC2=C(C(N1)=O)C=CC=N2 (2-anilino-4H-pyrido[3,2-e]-1,3-thiazin-4-one), [H-].[Li+] (lithium hydride), CI (methyl iodide). The product is CN1C(SC2=C(C1=O)C=CC=N2)=NC2=CC=CC=C2 (3-methyl-2-phenylimino-2,3-dihydro-4H-pyrido[3,2-e]-1,3-thiazin-4-one). Reaction SMILES: [NH:1]([C:8]1[S:9][C:10]2[N:18]=[CH:17][CH:16]=[CH:15][C:11]=2[C:12](=[O:14])[N:13]=1)[C:2]1[CH:7]=[CH:6][CH:5]=[CH:4][CH:3]=1.[H-].[Li+].[CH3:21]I>>[CH3:21][N:13]1[C:12](=[O:14])[C:11]2[CH:15]=[CH:16][CH:17]=[N:18][C:10]=2[S:9][C:8]1=[N:1][C:2]1[CH:3]=[CH:4][CH:5]=[CH:6][CH:7]=1 |f:1.2|. Procedure details: The reaction procedure of Example 11 was followed except that 255 mg of 2-anilino-4H-pyrido[3,2-e]-1,3-thiazin-4-one, 9 mg of lithium hydride and 0.063 ml of methyl iodide were used. As a result, 113 mg of 3-methyl-2-phenylimino-2,3-dihydro-4H-pyrido[3,2-e]-1,3-thiazin-4-one was obtained. The reactants are [Cl-].[Li+] (lithium chloride), C([O-])([O-])=O.[Na+].[Na+] (sodium carbonate), BrC1=C(NC2=NC=CC=C21)C(=O)OC (methyl 3-bromo-1H-pyrrolo[2,3-b]pyridine-2-carboxylate), Cl.NC1=CC=C(C=C1)B(O)O (4-aminophenylboronic acid hydrochloride). Reagents/catalysts: C=1C=CC(=CC1)[P](C=2C=CC=CC2)(C=3C=CC=CC3)[Pd]([P](C=4C=CC=CC4)(C=5C=CC=CC5)C=6C=CC=CC6)([P](C=7C=CC=CC7)(C=8C=CC=CC8)C=9C=CC=CC9)[P](C=1C=CC=CC1)(C=1C=CC=CC1)C=1C=CC=CC1 (tetrakis(triphenylphosphine)palladium(0)). Solvent: O (water), C1(=CC=CC=C1)C (toluene), CO (methanol), C(C)N(CC)CC (triethylamine). Conditions: time 15 minute. The product is NC1=CC=C(C=C1)C1=C(NC2=NC=CC=C21)C(=O)OC (methyl 3-(4-aminophenyl)-1H-pyrrolo[2,3-b]pyridine-2-carboxylate). Isolated yield 59.6%. As a reaction SMILES: Br[C:2]1[C:10]2[C:5](=[N:6][CH:7]=[CH:8][CH:9]=2)[NH:4][C:3]=1[C:11]([O:13][CH3:14])=[O:12].Cl.[NH2:16][C:17]1[CH:22]=[CH:21][C:20](B(O)O)=[CH:19][CH:18]=1.[Cl-].[Li+].C(=O)([O-])[O-].[Na+].[Na+]>C1(C)C=CC=CC=1.CO.C1C=CC([P]([Pd]([P](C2C=CC=CC=2)(C2C=CC=CC=2)C2C=CC=CC=2)([P](C2C=CC=CC=2)(C2C=CC=CC=2)C2C=CC=CC=2)[P](C2C=CC=CC=2)(C2C=CC=CC=2)C2C=CC=CC=2)(C2C=CC=CC=2)C2C=CC=CC=2)=CC=1.O.C(N(CC)CC)C>[NH2:16][C:17]1[CH:22]=[CH:21][C:20]([C:2]2[C:10]3[C:5](=[N:6][CH:7]=[CH:8][CH:9]=3)[NH:4][C:3]=2[C:11]([O:13][CH3:14])=[O:12])=[CH:19][CH:18]=1 |f:1.2,3.4,5.6.7,^1:46,48,67,86|. Procedure: To a solution of 0.64 g of methyl 3-bromo-1H-pyrrolo[2,3-b]pyridine-2-carboxylate in 50 mL of toluene and 50 ml of methanol are added 1.08 g of 4-aminophenylboronic acid hydrochloride and 0.9 ml of triethylamine. The reaction mixture is then stirred under an argon atmosphere for 15 minutes. 144 mg of tetrakis(triphenylphosphine)palladium(0), 0.3 g of lithium chloride, 0.66 g of sodium carbonate and 7.5 mL of distilled water are successively added. The reaction mixture is stirred for 8 hours at r... Reactants: C(C)(C)(C)OC(=O)NC(C(=O)N(C)OC)CC#CC ((±)-2-(tert-butoxycarbonylamino)-N-methoxy-N-methyl-4-hexynamide), S(=O)(=O)(O)[O-].[K+] (potassium hydrogen sulfate), [H-].[Al+3].[Li+].[H-].[H-].[H-] (lithium aluminum hydride). The solvent is CCOCC (ether), O (water), CCOCC (ether). Conditions: time 30 minute. The product is C(C)(C)(C)OC(=O)NC(C=O)CC#CC ((±)-2-(tert-butoxycarbonylamino)-4-hexynal). RXN SMILES: [H-].[Al+3].[Li+].[H-].[H-].[H-].[C:7]([O:11][C:12]([NH:14][CH:15]([CH2:22][C:23]#[C:24][CH3:25])[C:16](N(OC)C)=[O:17])=[O:13])([CH3:10])([CH3:9])[CH3:8].S([O-])(O)(=O)=O.[K+]>CCOCC.O>[C:7]([O:11][C:12]([NH:14][CH:15]([CH2:22][C:23]#[C:24][CH3:25])[CH:16]=[O:17])=[O:13])([CH3:10])([CH3:9])[CH3:8] |f:0.1.2.3.4.5,7.8|. Procedure details: A suspension of lithium aluminum hydride (1.56 g, 41.1 mmol) in ether (150 mL) was stirred at room temperature for 30 minutes. The solution was cooled to -55° C. under nitrogen, and a solution of the product from Step E (11.10 g, 41.1 mmol) in ether (150 mL) was added over 15 min, maintaining the temperature below -50° C. When the addition was complete, the reaction was warmed to 5° C., then recooled to -40° C. A solution of potassium hydrogen sulfate (21.8 g) in 25 mL water was slowly added, ma...